Dataset: the Open Reaction Database (ORD), a public repository of structured organic reaction records. Task: describe an organic reaction: reactants, conditions, products, and yield Reaction SMILES: [C:21]([n:22]1[cH:23][cH:24][n:25][cH:26]1)([n:27]1[cH:28][cH:29][n:30][cH:31]1)=[O:32].[C:33]([CH3:34])([CH3:35])([CH3:36])[O:37][C:38](=[O:39])[N:40]1[CH2:41][CH2:42][CH:43]([NH2:48])[CH:44]([OH:47])[CH2:45][CH2:46]1.[CH3:1][O:2][c:3]1[cH:4][cH:5][c:6]([N:15]2[CH2:16][CH2:17][O:18][CH2:19][CH2:20]2)[c:7]2[c:8]1[n:9][c:10]([C:12](=[O:13])[OH:14])[s:11]2.[CH3:49][N:50]([CH3:51])[CH:52]=[O:53]>>[CH3:1][O:2][c:3]1[cH:4][cH:5][c:6]([N:15]2[CH2:16][CH2:17][O:18][CH2:19][CH2:20]2)[c:7]2[c:8]1[n:9][c:10]([C:12](=[O:14])[NH:48][CH:43]1[CH2:42][CH2:41][N:40]([C:38]([O:37][C:33]([CH3:34])([CH3:35])[CH3:36])=[O:39])[CH2:46][CH2:45][CH:44]1[OH:47])[s:11]2. Reactants: O=C(n1ccnc1)n1ccnc1, CC(C)(C)OC(=O)N1CCC(N)C(O)CC1, COc1ccc(N2CCOCC2)c2sc(C(=O)O)nc12, CN(C)C=O. Product: COc1ccc(N2CCOCC2)c2sc(C(=O)NC3CCN(C(=O)OC(C)(C)C)CCC3O)nc12. Starting materials: CC(C)(C)[Si](C)(C)Cl, C1CCOC1, CCCCC, O=C(Cc1ccccc1)c1ccc(O)cc1, c1c[nH]cn1. Product: CC(C)(C)[Si](C)(C)Oc1ccc(C(=O)Cc2ccccc2)cc1. As a reaction SMILES: [C:17]([CH3:18])([CH3:19])([CH3:20])[Si:21]([CH3:22])([CH3:23])[Cl:24].[CH2:35]1[O:36][CH2:37][CH2:38][CH2:39]1.[CH3:30][CH2:31][CH2:32][CH2:33][CH3:34].[OH:1][c:2]1[cH:3][cH:4][c:5]([C:8](=[O:9])[CH2:10][c:11]2[cH:12][cH:13][cH:14][cH:15][cH:16]2)[cH:6][cH:7]1.[nH:25]1[cH:26][cH:27][n:28][cH:29]1>>[O:1]([c:2]1[cH:3][cH:4][c:5]([C:8](=[O:9])[CH2:10][c:11]2[cH:12][cH:13][cH:14][cH:15][cH:16]2)[cH:6][cH:7]1)[Si:21]([C:17]([CH3:18])([CH3:19])[CH3:20])([CH3:22])[CH3:23]. Starting materials: FC1=C(C(=CC=C1)F)C=1C=C2C(=NN(C2=CC1)C1OCCCC1)I (5-(2,6-difluorophenyl)-3-iodo-1-(tetrahydro-2H-pyran-2-yl)-1H-indazole), ClC1=NC(=CN=C1)[Sn](CCCC)(CCCC)CCCC (2-chloro-6-(tributylstannyl)pyrazine). The reagents and catalysts are C=1C=CC(=CC1)[P](C=2C=CC=CC2)(C=3C=CC=CC3)[Pd]([P](C=4C=CC=CC4)(C=5C=CC=CC5)C=6C=CC=CC6)([P](C=7C=CC=CC7)(C=8C=CC=CC8)C=9C=CC=CC9)[P](C=1C=CC=CC1)(C=1C=CC=CC1)C=1C=CC=CC1 (Pd(PPh3)4), [Cu]I (CuI). Solvent: CN(C)C=O (DMF), C(Cl)Cl (DCM). Reaction conditions: temperature 105 celsius. Yields the product ClC1=CN=CC(=N1)C1=NN(C2=CC=C(C=C12)C1=C(C=CC=C1F)F)C1OCCCC1 (3-(6-chloropyrazin-2-yl)-5-(2,6-difluorophenyl)-1-(tetrahydro-2H-pyran-2-yl)-1H-indazole). The yield is 97.7%. RXN SMILES: [F:1][C:2]1[CH:7]=[CH:6][CH:5]=[C:4]([F:8])[C:3]=1[C:9]1[CH:10]=[C:11]2[C:15](=[CH:16][CH:17]=1)[N:14]([CH:18]1[CH2:23][CH2:22][CH2:21][CH2:20][O:19]1)[N:13]=[C:12]2I.[Cl:25][C:26]1[CH:31]=[N:30][CH:29]=[C:28]([Sn](CCCC)(CCCC)CCCC)[N:27]=1>CN(C=O)C.C(Cl)Cl.C1C=CC([P]([Pd]([P](C2C=CC=CC=2)(C2C=CC=CC=2)C2C=CC=CC=2)([P](C2C=CC=CC=2)(C2C=CC=CC=2)C2C=CC=CC=2)[P](C2C=CC=CC=2)(C2C=CC=CC=2)C2C=CC=CC=2)(C2C=CC=CC=2)C2C=CC=CC=2)=CC=1.[Cu]I>[Cl:25][C:26]1[N:27]=[C:28]([C:12]2[C:11]3[C:15](=[CH:16][CH:17]=[C:9]([C:3]4[C:2]([F:1])=[CH:7][CH:6]=[CH:5][C:4]=4[F:8])[CH:10]=3)[N:14]([CH:18]3[CH2:23][CH2:22][CH2:21][CH2:20][O:19]3)[N:13]=2)[CH:29]=[N:30][CH:31]=1 |^1:56,58,77,96|. Procedure: A glass microwave reaction vessel was charged with 5-(2,6-difluorophenyl)-3-iodo-1-(tetrahydro-2H-pyran-2-yl)-1H-indazole 14 (1.00 g, 2.272 mmol) and 2-chloro-6-(tributylstannyl)pyrazine 1b (1.375 g, 3.41 mmol) in DMF (9 mL) followed by Pd(PPh3)4 (0.131 g, 0.114 mmol) and CuI (7.70 μL, 0.227 mmol). The reaction mixture was stirred and heated in an Initiator microwave reactor (Personal Chemistry, Biotage AB, Inc., Uppsala, Sweden) at 105° C. for 1 h. The resulting mixture was diluted with DCM. Th... Starting materials: C(C)(C)N(C(C)C)CC (N,N-diisopropylethylamine), BrCCOC=1C=C(C=CC1)C(F)(F)F (3-(2-bromoethoxy)benzotrifluoride), Cl.CN (methylamine hydrochloride salt). Solvent: O1CCCC1 (tetrahydrofuran). Yields the product CNCCOC1=CC(=CC=C1)C(F)(F)F (methyl-[2-(3-trifluoromethyl-phenoxy)-ethyl]-amine). The yield is 45.2%. Reaction SMILES: Cl.CN.C([N:7]([CH2:11]C)[CH:8]([CH3:10])C)(C)C.BrCC[O:16][C:17]1[CH:18]=[C:19]([C:23]([F:26])([F:25])[F:24])[CH:20]=[CH:21][CH:22]=1>O1CCCC1>[CH3:11][NH:7][CH2:8][CH2:10][O:16][C:17]1[CH:22]=[CH:21][CH:20]=[C:19]([C:23]([F:24])([F:25])[F:26])[CH:18]=1 |f:0.1|. Procedure details: A mixture of methylamine hydrochloride salt (380 mg, 5.57 mmol) in tetrahydrofuran (10 mL) was treated with N,N-diisopropylethylamine (1.44 g, 11.15 mmol) and 3-(2-bromoethoxy)benzotrifluoride (300 mg, 1.11 mmol). The reaction mixture was allowed to stir at reflux for 2 d. At this time, the reaction was quenched by the addition of water. The aqueous layer was extracted with ethyl acetate. The organics were washed with a saturated aqueous sodium chloride solution, dried over magnesium sulfate, fi... Starting materials: [BH4-], CO, NC1CC1, O=CCC(c1ccc(F)cc1)c1ccc(F)cc1, [Na+]. Yields the product Fc1ccc(C(CCNC2CC2)c2ccc(F)cc2)cc1. RXN SMILES: [BH4-:23].[CH3:25][OH:26].[CH:19]1([NH2:22])[CH2:20][CH2:21]1.[F:1][c:2]1[cH:3][cH:4][c:5]([CH:8]([CH2:9][CH:10]=[O:11])[c:12]2[cH:13][cH:14][c:15]([F:18])[cH:16][cH:17]2)[cH:6][cH:7]1.[Na+:24]>>[F:1][c:2]1[cH:3][cH:4][c:5]([CH:8]([CH2:9][CH2:10][NH:22][CH:19]2[CH2:20][CH2:21]2)[c:12]2[cH:13][cH:14][c:15]([F:18])[cH:16][cH:17]2)[cH:6][cH:7]1.